From a dataset of the Open Reaction Database (ORD), a public repository of structured organic reaction records. describe an organic reaction: reactants, conditions, products, and yield Starting materials: OC1=C(C=CC=C1)C1=CC=C(C=C1)CNC(OC(C)(C)C)=O (tert-butyl N-(2′-hydroxybiphenyl-4-ylmethyl)carbamate), BrCCCC (1-bromobutane). Yields the product C(CCC)OC1=C(C=CC=C1)C1=CC=C(C=C1)CNC(OC(C)(C)C)=O (tert-Butyl N-(2′-butoxybiphenyl-4-ylmethyl)carbamate). RXN SMILES: [OH:1][C:2]1[CH:7]=[CH:6][CH:5]=[CH:4][C:3]=1[C:8]1[CH:13]=[CH:12][C:11]([CH2:14][NH:15][C:16](=[O:22])[O:17][C:18]([CH3:21])([CH3:20])[CH3:19])=[CH:10][CH:9]=1.Br[CH2:24][CH2:25][CH2:26][CH3:27]>>[CH2:24]([O:1][C:2]1[CH:7]=[CH:6][CH:5]=[CH:4][C:3]=1[C:8]1[CH:13]=[CH:12][C:11]([CH2:14][NH:15][C:16](=[O:22])[O:17][C:18]([CH3:19])([CH3:21])[CH3:20])=[CH:10][CH:9]=1)[CH2:25][CH2:26][CH3:27]. Reported procedure: The title compound was prepared in a similar manner to that described in Reference Example 20 using tert-butyl N-(2′-hydroxybiphenyl-4-ylmethyl)carbamate instead of tert-butyl N-(3′-hydroxybiphenyl-4-ylmethyl)carbamate and 1-bromobutane instead of 1-bromopropane. The product is C1C(CCC2=CC=CC=C12)C(=O)N (1,2,3,4-tetrahydronaphthalene-2-carboxamide). RXN SMILES: [Si](OCC1C=C([NH:20][C:21]([CH:23]2[CH2:32][CH2:31][C:30]3[C:25](=[CH:26][C:27](OC4C=CN=C(NC(C5CC5)=O)C=4)=[CH:28][CH:29]=3)[CH2:24]2)=[O:22])C=C(C(F)(F)F)C=1)(C(C)(C)C)(C)C.[F-].C([N+](CCCC)(CCCC)CCCC)CCC.O>C1COCC1>[CH2:24]1[C:25]2[C:30](=[CH:29][CH:28]=[CH:27][CH:26]=2)[CH2:31][CH2:32][CH:23]1[C:21]([NH2:20])=[O:22] |f:1.2|. Run at temperature 0 celsius, time 1 hour. Reported procedure: To a solution of N-[3-({[tert-butyl(dimethyl)silyl]oxy}methyl)-5-(trifluoromethyl)-phenyl]-7-({2-[(cyclopropylcarbonyl)amino]pyridin-4-yl}oxy)-1,2,3,4-tetrahydronaphthalene-2-carboxamide (0.250 g, 0.39 mol) in THF (5 mL) at 0° C. was added 1.0 M tetra-n-butylammonium fluoride in THF (0.43 mL). The reaction mixture was allowed to stir at 0° C. for 1 h and then at rt overnight. Water was added and the reaction mixture was extracted with EtOAc. The organic solutions were combined, dried over Na2SO4... Run in C1CCOC1 (THF), C1CCOC1 (THF). Starting materials: O (Water), [Si](C)(C)(C(C)(C)C)OCC=1C=C(C=C(C1)C(F)(F)F)NC(=O)C1CC2=CC(=CC=C2CC1)OC1=CC(=NC=C1)NC(=O)C1CC1 (N-[3-({[tert-butyl(dimethyl)silyl]oxy}methyl)-5-(trifluoromethyl)-phenyl]-7-({2-[(cyclopropylcarbonyl)amino]pyridin-4-yl}oxy)-1,2,3,4-tetrahydronaphthalene-2-carboxamide), [F-].C(CCC)[N+](CCCC)(CCCC)CCCC (tetra-n-butylammonium fluoride).